Dataset: the Open Reaction Database (ORD), a public repository of structured organic reaction records. Task: describe an organic reaction: reactants, conditions, products, and yield Starting materials: 80, N(=C=S)C1CN(CC1)C(=O)OCC (ethyl 3-isothiocyanato-1-pyrrolidinecarboxylate), CC1=CC=C(O1)CNC=1C(=CC=CC1)N (N1 -[(5-methyl-2-furanyl)methyl]-1,2-benzenediamine). Solvent: O1CCCC1 (tetrahydrofuran). Reaction conditions: time 2 hour. Yields the product 144.9, CC1=CC=C(O1)CNC1=C(C=CC=C1)NC(=S)NC1CN(CC1)C(=O)OCC (ethyl 3-[[[[2-[[(5-methyl-2-furanyl)methyl]amino]phenyl]amino]thioxomethyl]amino]-1-pyrrolidinecarboxylate). Yield: 100.0%. As a reaction SMILES: [N:1]([CH:4]1[CH2:8][CH2:7][N:6]([C:9]([O:11][CH2:12][CH3:13])=[O:10])[CH2:5]1)=[C:2]=[S:3].[CH3:14][C:15]1[O:19][C:18]([CH2:20][NH:21][C:22]2[C:23]([NH2:28])=[CH:24][CH:25]=[CH:26][CH:27]=2)=[CH:17][CH:16]=1>O1CCCC1>[CH3:14][C:15]1[O:19][C:18]([CH2:20][NH:21][C:22]2[CH:27]=[CH:26][CH:25]=[CH:24][C:23]=2[NH:28][C:2]([NH:1][CH:4]2[CH2:8][CH2:7][N:6]([C:9]([O:11][CH2:12][CH3:13])=[O:10])[CH2:5]2)=[S:3])=[CH:17][CH:16]=1. Reported procedure: A mixture of 80 parts of ethyl 3-isothiocyanato-1-pyrrolidinecarboxylate, 88.8 parts of N1 -[(5-methyl-2-furanyl)methyl]-1,2-benzenediamine and 560 parts of tetrahydrofuran was stirred for 2 hours at reflux temperature. After cooling to room temperature, the reaction mixture was evaporated, yielding 144.9 parts (100%) of ethyl 3-[[[[2-[[(5-methyl-2-furanyl)methyl]amino]phenyl]amino]thioxomethyl]amino]-1-pyrrolidinecarboxylate as a residue (interm. 7). Reactants: CN1CCN(CC2CNCCN2)CC1, CCn1cc(C(=O)O)c(=O)c2cc(F)c(Cl)cc21, c1ccncc1. The product is CCn1cc(C(=O)O)c(=O)c2cc(F)c(N3CCNC(CN4CCN(C)CC4)C3)cc21. Reaction SMILES: [CH3:19][N:20]1[CH2:21][CH2:22][N:23]([CH2:26][CH:27]2[NH:28][CH2:29][CH2:30][NH:31][CH2:32]2)[CH2:24][CH2:25]1.[Cl:1][c:2]1[c:3]([F:18])[cH:4][c:5]2[c:6](=[O:17])[c:7]([C:14](=[O:15])[OH:16])[cH:8][n:9]([CH2:12][CH3:13])[c:10]2[cH:11]1.[cH:33]1[cH:34][cH:35][n:36][cH:37][cH:38]1>>[c:2]1([N:31]2[CH2:30][CH2:29][NH:28][CH:27]([CH2:26][N:23]3[CH2:22][CH2:21][N:20]([CH3:19])[CH2:25][CH2:24]3)[CH2:32]2)[c:3]([F:18])[cH:4][c:5]2[c:6](=[O:17])[c:7]([C:14](=[O:15])[OH:16])[cH:8][n:9]([CH2:12][CH3:13])[c:10]2[cH:11]1. Starting materials: C(C)(C)(C)C1=C(C(=CC2=C1CC(O2)(C)C)C(C)(C)C)O (4,6-di-t-butyl-5-hydroxy-2,2-dimethyl-2,3-dihydrobenzofuran), CS(=O)(=O)O (methanesulfonic acid), C([O-])(O)=O.[Na+] (sodium bicarbonate). The solvent is C(Cl)(Cl)Cl (chloroform). Reaction conditions: time 4 hour. Yields the product C(C)(C)(C)C1=CC2=C(CC(O2)(C)C)C=C1O (6-t-butyl-5-hydroxy-2,2-dimethyl-2,3-dihydrobenzofuran). The yield is 40.3%. RXN SMILES: C([C:5]1[C:10]2[CH2:11][C:12]([CH3:15])([CH3:14])[O:13][C:9]=2[CH:8]=[C:7]([C:16]([CH3:19])([CH3:18])[CH3:17])[C:6]=1[OH:20])(C)(C)C.CS(O)(=O)=O.C(=O)(O)[O-].[Na+]>C(Cl)(Cl)Cl>[C:16]([C:7]1[C:6]([OH:20])=[CH:5][C:10]2[CH2:11][C:12]([CH3:15])([CH3:14])[O:13][C:9]=2[CH:8]=1)([CH3:19])([CH3:17])[CH3:18] |f:2.3|. Procedure details: To 0.28 g of 4,6-di-t-butyl-5-hydroxy-2,2-dimethyl-2,3-dihydrobenzofuran synthesized according to JP 6-206842A/94 dissolved in 5 ml of chloroform was added 0.06 ml of methanesulfonic acid and the mixture was stirred at room temperature for 4 hours. Then, the reaction mixture was combined with a saturated aqueous sodium bicarbonate solution and extracted with chloroform. The extracted layers were washed with saturated brine, dried over anhydrous magnesium sulfate and then concentrated. The concen... Reactants: Cl (Hydrogen chloride), ClC1=C(C=CC=C1)N1C([C@@]2(CC1)CN(CCC2)C(=O)OC(C)(C)C)=O (tert-butyl (5S)-2-(2-chlorophenyl)-1-oxo-2,7-diazaspiro[4.5]decane-7-carboxylate). The solvent is C(C)(=O)OCC (ethyl acetate). Run at time 2 hour. Product: Cl.ClC1=C(C=CC=C1)N1C([C@@]2(CC1)CNCCC2)=O ((5S)-2-(2-chlorophenyl)-2,7-diazaspiro[4.5]decan-1-one hydrochloride). RXN SMILES: Cl.[Cl:2][C:3]1[CH:8]=[CH:7][CH:6]=[CH:5][C:4]=1[N:9]1[CH2:13][CH2:12][C@:11]2([CH2:18][CH2:17][CH2:16][N:15](C(OC(C)(C)C)=O)[CH2:14]2)[C:10]1=[O:26]>C(OCC)(=O)C>[ClH:2].[Cl:2][C:3]1[CH:8]=[CH:7][CH:6]=[CH:5][C:4]=1[N:9]1[CH2:13][CH2:12][C@:11]2([CH2:18][CH2:17][CH2:16][NH:15][CH2:14]2)[C:10]1=[O:26] |f:3.4|. Procedure: Hydrogen chloride (4.0 M in 1,4-dioxane, 2.0 mL) was added to a solution of tert-butyl (5S)-2-(2-chlorophenyl)-1-oxo-2,7-diazaspiro[4.5]decane-7-carboxylate (0.103 g, 0.000283 mol) in ethyl acetate (0.5 mL) and the mixture was stirred for 2 h. Then the solvent was removed in-vacuo to afford the desired product. LC-MS: 265.2 (M+H).+ Reactants: CCOC(=O)C1=C(C)NC(C=O)=C(C(=O)OCC)C1c1ccccc1[N+](=O)[O-], CN(C)CCCN, Cc1ccc(S(=O)(=O)O)cc1, c1ccccc1. Product: CCOC(=O)C1=C(C)NC(C=NCCCN(C)C)=C(C(=O)OCC)C1c1ccccc1[N+](=O)[O-]. RXN SMILES: [CH3:1][C:2]1=[C:7]([C:8](=[O:9])[O:10][CH2:11][CH3:12])[CH:6]([c:13]2[c:14]([N+:19](=[O:20])[O-:21])[cH:15][cH:16][cH:17][cH:18]2)[C:5]([C:22](=[O:23])[O:24][CH2:25][CH3:26])=[C:4]([CH:27]=[O:28])[NH:3]1.[CH3:29][N:30]([CH2:31][CH2:32][CH2:33][NH2:34])[CH3:35].[c:36]1([CH3:37])[cH:38][cH:39][c:40]([S:41]([OH:42])(=[O:43])=[O:44])[cH:45][cH:46]1.[cH:47]1[cH:48][cH:49][cH:50][cH:51][cH:52]1>>[CH3:1][C:2]1=[C:7]([C:8](=[O:9])[O:10][CH2:11][CH3:12])[CH:6]([c:13]2[c:14]([N+:19](=[O:20])[O-:21])[cH:15][cH:16][cH:17][cH:18]2)[C:5]([C:22](=[O:23])[O:24][CH2:25][CH3:26])=[C:4]([CH:27]=[N:34][CH2:33][CH2:32][CH2:31][N:30]([CH3:29])[CH3:35])[NH:3]1. The reactants are Cl (HCl), C(C)(C)(C)OC(=O)NCCSCC(=O)OCC (ethyl 2-((2-((tert-butoxycarbonyl)amino)ethyl)thio)acetate), C(C)(C)(C)OC(=O)NCCSCC(=O)OCC (ethyl 2-((2-((tert-butoxycarbonyl)amino)ethyl)thio)acetate). Run in O1CCOCC1 (dioxane). Yields the product NCCSCC(=O)OCC (ethyl 2-((2-aminoethyl)thio)acetate). Reaction SMILES: Cl.C(OC([NH:9][CH2:10][CH2:11][S:12][CH2:13][C:14]([O:16][CH2:17][CH3:18])=[O:15])=O)(C)(C)C>O1CCOCC1>[NH2:9][CH2:10][CH2:11][S:12][CH2:13][C:14]([O:16][CH2:17][CH3:18])=[O:15]. Procedure: HCl (4M in dioxane, 6 mL, 24.00 mmol) was added to a solution of ethyl 2-((2-((tert-butoxycarbonyl)amino)ethyl)thio)acetate (intermediate 211, 765 mg, 2.805 mmol) in dioxane (4 ml) at room temperature for 19 h. The reaction mixture was concentrated to yield the title compound as a reddish oil. (UPLC-MS 3) ESI-MS 165.1 [M+H]+. 1H NMR (600 MHz, DMSO-d6) δ 8.06 (s, 2H), 4.16-4.09 (m, 2H), 3.46 (s, 2H), 3.04-2.98 (m, 2H), 2.83 (t, 2H), 1.22 (t, 3H). Reactants: C(C)OC=1C=C(C=CC1OCC)C=1SC=C(N1)C1=CC(=C(C=C1)OCOC)C(=O)OCCCCCCCCC (2-(3,4- diethoxyphenyl)-4-(3-nonyloxycarbonyl-4-methoxymethoxyphenyl)thiazole), Cl (hydrochloric acid). The solvent is C(C)O (ethanol). Yields the product C(C)OC=1C=C(C=CC1OCC)C=1SC=C(N1)C1=CC(=C(C=C1)O)C(=O)OCCCCCCCCC (2-(3,4-diethoxyphenyl)-4-(3-nonyloxycarbonyl-4-hydroxyphenyl)thiazole). Isolated yield 78.3%. RXN SMILES: [CH2:1]([O:3][C:4]1[CH:5]=[C:6]([C:13]2[S:14][CH:15]=[C:16]([C:18]3[CH:23]=[CH:22][C:21]([O:24]COC)=[C:20]([C:28]([O:30][CH2:31][CH2:32][CH2:33][CH2:34][CH2:35][CH2:36][CH2:37][CH2:38][CH3:39])=[O:29])[CH:19]=3)[N:17]=2)[CH:7]=[CH:8][C:9]=1[O:10][CH2:11][CH3:12])[CH3:2].Cl>C(O)C>[CH2:1]([O:3][C:4]1[CH:5]=[C:6]([C:13]2[S:14][CH:15]=[C:16]([C:18]3[CH:23]=[CH:22][C:21]([OH:24])=[C:20]([C:28]([O:30][CH2:31][CH2:32][CH2:33][CH2:34][CH2:35][CH2:36][CH2:37][CH2:38][CH3:39])=[O:29])[CH:19]=3)[N:17]=2)[CH:7]=[CH:8][C:9]=1[O:10][CH2:11][CH3:12])[CH3:2]. Procedure details: In 20 ml of ethanol was dissolved 340 mg of 2-(3,4- diethoxyphenyl)-4-(3-nonyloxycarbonyl-4-methoxymethoxyphenyl)thiazole. Thereto was added 2 ml of 10% hydrochloric acid, and the mixture was refluxed for 20 minutes. The solvent was removed by distillation. To the residue were added 40 ml of dichloromethane and 20 ml of water, and phase separation was conducted. The organic layer was washed with 15 ml of a saturated aqueous sodium chloride solution, dried and subjected to distillation to remove ... The reactants are [H-].[H-].[H-].[H-].[Li+].[Al+3] (LiAlH4), FC(OC1=CC=C(CC2=CC=C(C(=O)OC)C=C2)C=C1)(F)F (methyl 4-[4-(trifluoromethoxy)benzyl]benzoate), CCOC(=O)C (EtOAc). Run in CCOCC (ether). Reaction conditions: time 3 hour. The product is FC(OC1=CC=C(CC2=CC=C(C=C2)CO)C=C1)(F)F ({4-[4-(trifluoromethoxy)benzyl]phenyl}methanol). Yield: 100.8%. RXN SMILES: [H-].[H-].[H-].[H-].[Li+].[Al+3].[F:7][C:8]([F:28])([F:27])[O:9][C:10]1[CH:26]=[CH:25][C:13]([CH2:14][C:15]2[CH:24]=[CH:23][C:18]([C:19](OC)=[O:20])=[CH:17][CH:16]=2)=[CH:12][CH:11]=1.CCOC(C)=O>CCOCC>[F:7][C:8]([F:27])([F:28])[O:9][C:10]1[CH:26]=[CH:25][C:13]([CH2:14][C:15]2[CH:24]=[CH:23][C:18]([CH2:19][OH:20])=[CH:17][CH:16]=2)=[CH:12][CH:11]=1 |f:0.1.2.3.4.5|. Reported procedure: LiAlH4 (55 mg, 1.45 mmol) was added to a solution of ester 94 (203 mg, 0.65 mmol) in ether (5 mL) and the mixture was stirred at room temperature for 3 h, then EtOAc (150 mL) was added. The organic layer was washed with water, the aqueous layer was re-extracted with EtOAc (100 mL), and the combined organic layers were washed with brine, dried (Na2SO4) and concentrated under reduced pressure to give {4-[4-(trifluoromethoxy)benzyl]phenyl}methanol (95) (185 mg, quant.) as a white solid: mp (EtOAc/h... Starting materials: CC=1C(C2=CC3=CC(=CC=C3C2=CC1)C)=O (2,7-dimethylfluorenone), CO (methanol), C(C)(=O)OCC (ethyl acetate), [H][H] (hydrogen). The reagents and catalysts are [OH-].[Pd+2].[OH-] (palladium hydroxide). Run in C(C)(=O)O (acetic acid), C(C)(=O)OCC.CCCCCC (ethyl acetate hexane). Yields the product CC1=CC=2CC3=CC(=CC=C3C2C=C1)C (2,7-dimethylfluorene). The yield is 89.5%. As a reaction SMILES: [CH3:1][C:2]1[C:3](=O)[C:4]2[C:12](=[CH:13][CH:14]=1)[C:11]1[C:6](=[CH:7][C:8]([CH3:15])=[CH:9][CH:10]=1)[CH:5]=2.CO.C(OCC)(=O)C.[H][H]>[OH-].[Pd+2].[OH-].C(OCC)(=O)C.CCCCCC.C(O)(=O)C>[CH3:15][C:8]1[CH:9]=[CH:10][C:11]2[C:12]3[C:4](=[CH:3][C:2]([CH3:1])=[CH:14][CH:13]=3)[CH2:5][C:6]=2[CH:7]=1 |f:4.5.6,7.8|. Procedure details: A mixture of 2,7-dimethylfluorenone (7.0 g, 32.8 mmol), methanol (100 mL), ethyl acetate (50 mL), acetic acid (20 mL) and palladium hydroxide (20% on carbon, water content 44.43%, 0.5g) was hydrogenated in a shaker at 26 psi of hydrogen for 4 hr. The reaction was monitored by TLC (silica, 10% ethyl acetate/hexane). The catalyst was filtered out and the solvents were removed in vacuum. Treatment of the residue with methanol afforded 5.7 g (89.3%) of 2,7-dimethylfluorene. The reactants are C=CCC1(c2ccc(Br)cc2)c2ccccc2-c2nccn21, C[N+]1([O-])CCOCC1, CC(C)=O, O=[Os](=O)(=O)=O, O. Yields the product OCC(O)CC1(c2ccc(Br)cc2)c2ccccc2-c2nccn21. Reaction SMILES: [CH2:1]([CH:2]=[CH2:3])[C:4]1([c:16]2[cH:17][cH:18][c:19]([Br:22])[cH:20][cH:21]2)[n:5]2[c:6]([n:13][cH:14][cH:15]2)-[c:7]2[cH:8][cH:9][cH:10][cH:11][c:12]21.[CH3:24][N+:25]1([O-:26])[CH2:27][CH2:29][O:28][CH2:30][CH2:31]1.[CH3:32][C:33](=[O:34])[CH3:35].[O:36]=[Os:37](=[O:38])(=[O:39])=[O:40].[OH2:23]>>[CH2:1]([CH:2]([CH2:3][OH:23])[OH:28])[C:4]1([c:16]2[cH:17][cH:18][c:19]([Br:22])[cH:20][cH:21]2)[n:5]2[c:6]([n:13][cH:14][cH:15]2)-[c:7]2[cH:8][cH:9][cH:10][cH:11][c:12]21.